From a dataset of the Open Reaction Database (ORD), a public repository of structured organic reaction records. describe an organic reaction: reactants, conditions, products, and yield Reactants: C(CCC)C=1N(C=C(N1)C1=CC=C(C=C1)OC[C@@H]1OC1)C1=CC=C(C=C1)OC1=CC=C(C=C1)Cl (2-butyl-1-[4-(4-chloro-phenoxy)-phenyl]-4-[4-((R)-1-oxiranylmethoxy)-phenyl]-1H-imidazole), C(CCC)C=1N(C=C(N1)C1=CC=C(C=C1)OC[C@@H]1OC1)C1=CC=C(C=C1)OC1=CC=C(C=C1)Cl (2-butyl-1-[4-(4-chloro-phenoxy)-phenyl]-4-[4-((R)-1-oxiranylmethoxy)-phenyl]-1H-imidazole), teflon, C(C)N (ethylamine). The solvent is CO (MeOH). The product is C(CCC)C=1N(C=C(N1)C1=CC=C(OC[C@@H](CNCC)O)C=C1)C1=CC=C(C=C1)OC1=CC=C(C=C1)Cl ((R)-1-(4-{2-butyl-1-[4-(4-chloro-phenoxy)-phenyl]-1H-imidazol-4-yl}-phenoxy)-3-ethylamino-propan-2-ol). Reaction SMILES: [CH2:1]([C:5]1[N:6]([C:21]2[CH:26]=[CH:25][C:24]([O:27][C:28]3[CH:33]=[CH:32][C:31]([Cl:34])=[CH:30][CH:29]=3)=[CH:23][CH:22]=2)[CH:7]=[C:8]([C:10]2[CH:15]=[CH:14][C:13]([O:16][CH2:17][C@H:18]3[CH2:20][O:19]3)=[CH:12][CH:11]=2)[N:9]=1)[CH2:2][CH2:3][CH3:4].[CH2:35]([NH2:37])[CH3:36]>CO>[CH2:1]([C:5]1[N:6]([C:21]2[CH:22]=[CH:23][C:24]([O:27][C:28]3[CH:33]=[CH:32][C:31]([Cl:34])=[CH:30][CH:29]=3)=[CH:25][CH:26]=2)[CH:7]=[C:8]([C:10]2[CH:11]=[CH:12][C:13]([O:16][CH2:17][C@H:18]([OH:19])[CH2:20][NH:37][CH2:35][CH3:36])=[CH:14][CH:15]=2)[N:9]=1)[CH2:2][CH2:3][CH3:4]. Procedure details: A solution of 2-butyl-1-[4-(4-chloro-phenoxy)-phenyl]-4-[4-((R)-1-oxiranylmethoxy)-phenyl]-1H-imidazole (50 mg, 0.11 mmol, from intermediate A2) in 4 mL of ethylamine in MeOH (2M) was stirred at 60° C. overnight in a teflon-capped vial. Upon completion (determined by LC/MS), the reaction was dried in vacuo and purified by silica gel flash column chromatography using a gradient of EtOAc to 4% ammonia/MeOH (2.0M) in EtOAc as an eluent to afford (R)-1-(4-{2-butyl-1-[4-(4-chloro-phenoxy)-phenyl]-1H-... The reactants are COc1cc(C2CC(N3CCOCC3)Oc3cc(N(C)C)ccc32)cc(Br)c1OC, O=C([O-])O, CC(=O)Cl, CO, [Na+], Cc1ccc(S(=O)(=O)O)cc1. The product is COc1cc(C2CC(OC)Oc3cc(N(C)C)ccc32)cc(Br)c1OC. Reaction SMILES: [Br:1][c:2]1[cH:3][c:4]([CH:12]2[CH2:13][CH:14]([N:25]3[CH2:26][CH2:27][O:28][CH2:29][CH2:30]3)[O:15][c:16]3[cH:17][c:18]([N:22]([CH3:23])[CH3:24])[cH:19][cH:20][c:21]32)[cH:5][c:6]([O:10][CH3:11])[c:7]1[O:8][CH3:9].[C:46](=[O:47])([OH:48])[O-:49].[CH3:42][C:43]([Cl:44])=[O:45].[CH3:51][OH:52].[Na+:50].[c:31]1([CH3:32])[cH:33][cH:34][c:35]([S:36]([OH:37])(=[O:38])=[O:39])[cH:40][cH:41]1>>[Br:1][c:2]1[cH:3][c:4]([CH:12]2[CH2:13][CH:14]([O:45][CH3:43])[O:15][c:16]3[cH:17][c:18]([N:22]([CH3:23])[CH3:24])[cH:19][cH:20][c:21]32)[cH:5][c:6]([O:10][CH3:11])[c:7]1[O:8][CH3:9]. The reactants are C1CCOC1, CCc1ccccc1, C1CCOC1, CC(C)[N-]C(C)C, CCCCCCC, Cc1ccc2nc(C)c(-c3sc(-c4ncnn4C)cc3Cl)n2n1, ClCCl, [Li+]. The product is CCCC(=O)c1cc(C)nn2c(-c3sc(-c4ncnn4C)cc3Cl)c(C)nc12. Reaction SMILES: [CH2:39]1[CH2:40][CH2:41][CH2:42][O:43]1.[CH2:44]([c:45]1[cH:46][cH:47][cH:48][cH:49][cH:50]1)[CH3:51].[CH2:52]1[O:53][CH2:54][CH2:55][CH2:56]1.[CH3:25][CH:26]([N-:27][CH:28]([CH3:29])[CH3:30])[CH3:31].[CH3:32][CH2:33][CH2:34][CH2:35][CH2:36][CH2:37][CH3:38].[Cl:1][c:2]1[c:3](-[c:13]2[c:14]([CH3:23])[n:15][c:16]3[n:17]2[n:18][c:19]([CH3:22])[cH:20][cH:21]3)[s:4][c:5](-[c:7]2[n:8]([CH3:12])[n:9][cH:10][n:11]2)[cH:6]1.[Cl:57][CH2:58][Cl:59].[Li+:24]>>[Cl:1][c:2]1[c:3](-[c:13]2[c:14]([CH3:23])[n:15][c:16]3[n:17]2[n:18][c:19]([CH3:22])[cH:20][c:21]3[C:42]([CH2:41][CH2:40][CH3:39])=[O:43])[s:4][c:5](-[c:7]2[n:8]([CH3:12])[n:9][cH:10][n:11]2)[cH:6]1. Reactants: C(CCC)C(CCCCCO)C=C (6-butyloct-7-en-1-ol), [Cr](=O)(=O)([O-])Cl.[NH+]1=CC=CC=C1 (pyridinium chlorochromate), C(C)(=O)[O-].[Na+] (sodium acetate). Solvent: ClCCl (dichloromethane), ClCCl (dichloromethane). The product is C(CCC)C(CCCCC=O)C=C (6-butyloct-7-enaldehyde). Isolated yield 72.8%. As a reaction SMILES: [CH2:1]([CH:5]([CH:12]=[CH2:13])[CH2:6][CH2:7][CH2:8][CH2:9][CH2:10][OH:11])[CH2:2][CH2:3][CH3:4].[Cr](Cl)([O-])(=O)=O.[NH+]1C=CC=CC=1.C([O-])(=O)C.[Na+]>ClCCl>[CH2:1]([CH:5]([CH:12]=[CH2:13])[CH2:6][CH2:7][CH2:8][CH2:9][CH:10]=[O:11])[CH2:2][CH2:3][CH3:4] |f:1.2,3.4|. Procedure: A dichloromethane (1 ml) solution of 6-butyloct-7-en-1-ol (400 mg, 2.17 mmol ) was oxidized with a suspension of pyridinium chlorochromate (0.65 g, 3 mmol) and sodium acetate (20 mg) in 2 ml of dichloromethane. Standard work-up followed by PMLPC yielded 288 mg (70%) of 6-butyloct-7-enaldehyde. Reaction SMILES: [Cl:1][C:2]1[CH:3]=[C:4]([N:9](O)[C:10]([C:12]2[C:16]([CH2:17][O:18][Si:19]([CH:26]([CH3:28])[CH3:27])([CH:23]([CH3:25])[CH3:24])[CH:20]([CH3:22])[CH3:21])=[N:15][O:14][N:13]=2)=[NH:11])[CH:5]=[CH:6][C:7]=1[F:8].C1N=CN([C:35](N2C=NC=C2)=[O:36])C=1.[O:42]1CCCC1>>[Cl:1][C:2]1[CH:3]=[C:4]([N:9]2[C:35](=[O:36])[O:42][N:11]=[C:10]2[C:12]2[C:16]([CH2:17][O:18][Si:19]([CH:23]([CH3:24])[CH3:25])([CH:26]([CH3:28])[CH3:27])[CH:20]([CH3:21])[CH3:22])=[N:15][O:14][N:13]=2)[CH:5]=[CH:6][C:7]=1[F:8]. Isolated yield 73.0%. Yields the product ClC=1C=C(C=CC1F)N1C(=NOC1=O)C1=NON=C1CO[Si](C(C)C)(C(C)C)C(C)C (4-(3-Chloro-4-fluorophenyl)-3-(4-[(triisopropylsilyl)oxy]methyl-1,2,5-oxadiazol-3-yl)-1,2,4-oxadiazol-5(4H)-one). Run at temperature 70 celsius, time 8 hour. Reported procedure: N-(3-chloro-4-fluorophenyl)-N-hydroxy-4-[(triisopropylsilyl)oxy]methyl-1,2,5-oxadiazole-3-carboximidamide (2.2 g, 5.0 mmol) was dissolved in anhydrous tetrahydrofuran (THF) (31 mL) followed by addition of N,N-carbonyldiimidazole (980 mg, 6 mmol). The reaction was heated to 70° C. and monitored by LCMS. Another 0.5 eq of N,N-carbonyldiimidazole was added and the reaction was stirred overnight at 70° C. The reaction was cooled and concentrated in vacuo. The crude oil was dissolved in chloroform an... Starting materials: C1=CN(C=N1)C(=O)N2C=CN=C2 (N,N-carbonyldiimidazole), ClC=1C=C(C=CC1F)N(C(=N)C1=NON=C1CO[Si](C(C)C)(C(C)C)C(C)C)O (N-(3-chloro-4-fluorophenyl)-N-hydroxy-4-[(triisopropylsilyl)oxy]methyl-1,2,5-oxadiazole-3-carboximidamide), O1CCCC1 (tetrahydrofuran), C1=CN(C=N1)C(=O)N2C=CN=C2 (N,N-carbonyldiimidazole). Reactants: CC(C)(C)[O-], Cc1c[nH]c2cnccc12, [K+], CN(C)C=O. The product is Cc1cn(N)c2cnccc12. Reaction SMILES: [CH3:11][C:12]([CH3:13])([O-:14])[CH3:15].[CH3:1][c:2]1[cH:3][nH:4][c:5]2[cH:6][n:7][cH:8][cH:9][c:10]12.[K+:16].[O:17]=[CH:18][N:19]([CH3:20])[CH3:21]>>[CH3:1][c:2]1[cH:3][n:4]([NH2:19])[c:5]2[cH:6][n:7][cH:8][cH:9][c:10]12. The reactants are methyl ester, O1CC(=CC2=C1C=CC=C2)C(=O)O (2H-1-benzopyran-3-carboxylic acid). The reagents and catalysts are [Pd] (palladium-on-carbon). Solvent: CO (methanol). Product: methyl ester, O1CC(CC2=C1C=CC=C2)C(=O)O (3,4-dihydro-2H-1-benzopyran-3-carboxylic acid). Reaction SMILES: [O:1]1[C:6]2[CH:7]=[CH:8][CH:9]=[CH:10][C:5]=2[CH:4]=[C:3]([C:11]([OH:13])=[O:12])[CH2:2]1>CO.[Pd]>[O:1]1[C:6]2[CH:7]=[CH:8][CH:9]=[CH:10][C:5]=2[CH2:4][CH:3]([C:11]([OH:13])=[O:12])[CH2:2]1. Reported procedure: A solution of 10.4 g of the methyl ester of 2H-1-benzopyran-3-carboxylic acid (Taylor et al., supra) in 50 ml of methanol containing 300 mg of 10% palladium-on-carbon catalyst was hydrogenated in a Parr apparatus for 1.5 hours, at an initial pressure of 44 psig. The mixture then was filtered through a Celite pad, the filtrate was stripped of solvent, and the product was vacuum distilled to give the methyl ester of 3,4-dihydro-2H-1-benzopyran-3-carboxylic acid (2A), as a colorless liquid, bp: 86°...